Dataset: the Open Reaction Database (ORD), a public repository of structured organic reaction records. Task: describe an organic reaction: reactants, conditions, products, and yield Starting materials: NCc1ccc2c(c1)OCO2, COCCOC, CS(=O)c1nc(N)nc(-c2ccco2)c1C#N. Product: N#Cc1c(NCc2ccc3c(c2)OCO3)nc(N)nc1-c1ccco1. RXN SMILES: [CH2:18]([c:19]1[cH:20][c:21]2[c:25]([cH:26][cH:27]1)[O:24][CH2:23][O:22]2)[NH2:28].[CH3:29][O:30][CH2:31][CH2:32][O:33][CH3:34].[NH2:1][c:2]1[n:3][c:4]([S:15]([CH3:16])=[O:17])[c:5]([C:13]#[N:14])[c:6](-[c:8]2[o:9][cH:10][cH:11][cH:12]2)[n:7]1>>[NH2:1][c:2]1[n:3][c:4]([NH:28][CH2:18][c:19]2[cH:20][c:21]3[c:25]([cH:26][cH:27]2)[O:24][CH2:23][O:22]3)[c:5]([C:13]#[N:14])[c:6](-[c:8]2[o:9][cH:10][cH:11][cH:12]2)[n:7]1.